describe an organic reaction: reactants, conditions, products, and yield From a dataset of the Open Reaction Database (ORD), a public repository of structured organic reaction records. The reactants are C(C)OC(=O)C=1OC(=CC1)C=1N(C2=CC=C(C=C2C1)S(=O)(=O)C)CC1=CC=C(C=C1)F (2-(2-ethoxycarbonylfuran-5-yl)-1-(4-fluorobenzyl)-5-methanesulfonyl-indole), Cl (hydrochloric acid). The solvent is O1CCOCC1 (1,4-dioxane), [OH-].[Li+] (lithium hydroxide). Conditions: time 2 hour. The product is C(=O)(O)C=1OC(=CC1)C=1N(C2=CC=C(C=C2C1)S(=O)(=O)C)CC1=CC=C(C=C1)F (2-(2-carboxyfuran-5-yl)1-(4-fluorobenzyl)-5-methanesulfonyl-indole). The yield is 99.5%. Reaction SMILES: C([O:3][C:4]([C:6]1[O:7][C:8]([C:11]2[N:12]([CH2:24][C:25]3[CH:30]=[CH:29][C:28]([F:31])=[CH:27][CH:26]=3)[C:13]3[C:18]([CH:19]=2)=[CH:17][C:16]([S:20]([CH3:23])(=[O:22])=[O:21])=[CH:15][CH:14]=3)=[CH:9][CH:10]=1)=[O:5])C.Cl>O1CCOCC1.[OH-].[Li+]>[C:4]([C:6]1[O:7][C:8]([C:11]2[N:12]([CH2:24][C:25]3[CH:26]=[CH:27][C:28]([F:31])=[CH:29][CH:30]=3)[C:13]3[C:18]([CH:19]=2)=[CH:17][C:16]([S:20]([CH3:23])(=[O:22])=[O:21])=[CH:15][CH:14]=3)=[CH:9][CH:10]=1)([OH:5])=[O:3] |f:3.4|. Procedure: To a solution of the compound obtained in Example 29 (4) (0.0306 g) in 1,4-dioxane (0.5 ml), 10% lithium hydroxide aqueous solution (0.5 ml) was added at −5° C. under argon atmosphere and the mixture was stirred for 2 hours. To the reaction solution was then added 10% hydrochloric acid and the mixture was extracted with chloroform. The organic layer was washed with a saturated aqueous NaCl solution, dried over anhydrous magnesium sulfate, filtered and concentrated under reduced pressure to obtai... Yields the product O=C(O)c1cc(=O)c(-c2ccccc2)co1. The reactants are Cl, CCOC(=O)c1cc(=O)c(-c2ccccc2)co1. As a reaction SMILES: [ClH:19].[O:1]=[c:2]1[cH:3][c:4]([C:14](=[O:15])[O:16][CH2:17][CH3:18])[o:5][cH:6][c:7]1-[c:8]1[cH:9][cH:10][cH:11][cH:12][cH:13]1>>[O:1]=[c:2]1[cH:3][c:4]([C:14](=[O:15])[OH:16])[o:5][cH:6][c:7]1-[c:8]1[cH:9][cH:10][cH:11][cH:12][cH:13]1. Reactants: CCOC(=O)C1CC(=O)C(CC1=O)C(=O)OCC (diethyl 1,4-cyclohexanedione-2,5-dicarboxylate), [H-].[H-].[H-].[H-].[Li+].[Al+3] (LAH). Run in O1CCCC1 (tetrahydrofuran), O1CCCC1 (THF). The product is O[C@@H]1C(C[C@H](C(C1)=C)O)=C (trans-2,5-Dihydroxy-1,4-dimethylene Cyclohexane). RXN SMILES: CCO[C:4]([CH:6]1[C:12](=[O:13])[CH2:11][CH:10]([C:14](OCC)=O)[C:8](=[O:9])[CH2:7]1)=O.[H-].[H-].[H-].[H-].[Li+].[Al+3]>O1CCCC1>[OH:9][C@H:8]1[CH2:7][C:6](=[CH2:4])[C@H:12]([OH:13])[CH2:11][C:10]1=[CH2:14] |f:1.2.3.4.5.6|. Reported procedure: A warm solution of dry, recrystallized diethyl 1,4-cyclohexanedione-2,5-dicarboxylate (30.75 g, 120 mmol) in 350 ml anhydrous tetrahydrofuran (THF) was added to a refluxing solution of 1.0 M LAH in THF (600 mL) over a 2 hour period. After an additional 1.5 hours at reflux and subsequent cooling, a saturated solution of aqueous Rochelles's salt (app. 73 mL) was added dropwise to the reaction mixture. The tartrate complex was filtered, washed with THF and the filtrate was concentrated to a paste. ... Reactants: BrC1=CC(=C(C=C1)C=1N(C=C(N1)C1=NC(=NN1C(C)C)C)CCO)F (2-(2-(4-Bromo-2-fluorophenyl)-4-(1-isopropyl-3-methyl-1H-1,2,4-triazol-5-yl)-1H-imidazol-1-yl)ethanol), C1(=CC=CC=C1)C (toluene), [OH-].[K+] (potassium hydroxide). Reagents/catalysts: [Cl-].C[N+](CCCC)(CCCC)CCCC (methyl tributylammonium chloride). Run in CN1C=NC=C1 (N-methylimidazole). Run at temperature 65 celsius, time 18 hour. Yields the product BrC1=CC2=C(C=3N(CCO2)C=C(N3)C3=NC(=NN3C(C)C)C)C=C1 (9-bromo-2-(1-isopropyl-3-methyl-1H-1,2,4-triazol-5-yl)-5,6-dihydrobenzo[f]imidazo[1,2-d][1,4]oxazepine). Isolated yield 112575.1%. Reaction SMILES: [Br:1][C:2]1[CH:7]=[CH:6][C:5]([C:8]2[N:9]([CH2:22][CH2:23][OH:24])[CH:10]=[C:11]([C:13]3[N:17]([CH:18]([CH3:20])[CH3:19])[N:16]=[C:15]([CH3:21])[N:14]=3)[N:12]=2)=[C:4](F)[CH:3]=1.C1(C)C=CC=CC=1.[OH-].[K+]>CN1C=CN=C1.[Cl-].C[N+](CCCC)(CCCC)CCCC>[Br:1][C:2]1[CH:7]=[CH:6][C:5]2[C:8]3[N:9]([CH:10]=[C:11]([C:13]4[N:17]([CH:18]([CH3:20])[CH3:19])[N:16]=[C:15]([CH3:21])[N:14]=4)[N:12]=3)[CH2:22][CH2:23][O:24][C:4]=2[CH:3]=1 |f:2.3,5.6|. Procedure details: To a solution of 2-(2-(4-Bromo-2-fluorophenyl)-4-(1-isopropyl-3-methyl-1H-1,2,4-triazol-5-yl)-1H-imidazol-1-yl)ethanol (7.55 mmol) 14 in N-methylimidazole(12 L) at 35° C. was added methyl tributylammonium chloride (115 g, 0.453 mol), toluene (27.5 L) and 35% potassium hydroxide solution (10.6 kg, 25 mol in 22 L of water). The biphasic solution was stirred vigorously at 65° C. for 18 h when it was judged complete by HPLC. Stirring was stopped but heating was continued and the bottom aqueous layer... Reactants: B(Br)(Br)Br (boron tribromide), B(Br)(Br)Br (boron tribromide), CC1=C(C=CC=C1)C(=O)C1=CC=C(C=C1)OC (4-Methoxyphenyl 2-methylphenyl ketone). The solvent is ClCCl (dichloromethane), ClCCl (dichloromethane), C(Cl)(Cl)Cl (chloroform). Run at time 8 hour. Yields the product CC1=C(C=CC=C1)C(=O)C1=CC=C(C=C1)O (4-Hydroxyphenyl 2-methylphenyl ketone). The yield is 96.4%. As a reaction SMILES: [CH3:1][C:2]1[CH:7]=[CH:6][CH:5]=[CH:4][C:3]=1[C:8]([C:10]1[CH:15]=[CH:14][C:13]([O:16]C)=[CH:12][CH:11]=1)=[O:9].B(Br)(Br)Br>C(Cl)(Cl)Cl.ClCCl>[CH3:1][C:2]1[CH:7]=[CH:6][CH:5]=[CH:4][C:3]=1[C:8]([C:10]1[CH:11]=[CH:12][C:13]([OH:16])=[CH:14][CH:15]=1)=[O:9]. Procedure details: 4-Methoxyphenyl 2-methylphenyl ketone (1.660 g) obtained in Example 125 was dissolved in chloroform (10 ml), a solution of 1.0 M boron tribromide in dichloromethane (29 ml) was added while cooled in ice, and the admixture was stirred at room temperature overnight. A solution of 1.0 M boron tribromide in dichloromethane (15 ml) was further added, and the admixture was stirred at room temperature for 2 days. The reaction mixture was then treated in the same manner as described in Example 121 to ob...